Dataset: the Open Reaction Database (ORD), a public repository of structured organic reaction records. Task: describe an organic reaction: reactants, conditions, products, and yield Starting materials: COC(=O)c1ccc(Cl)nc1OCC(F)F, O, O=[N+]([O-])O, O=S(=O)(O)O. Product: COC(=O)c1cc([N+](=O)[O-])c(Cl)nc1OCC(F)F. As a reaction SMILES: [CH3:5][O:6][C:7]([c:8]1[c:9]([O:15][CH2:16][CH:17]([F:18])[F:19])[n:10][c:11]([Cl:14])[cH:12][cH:13]1)=[O:20].[OH2:21].[OH:1][N+:2]([O-:3])=[O:4].[S:22](=[O:23])(=[O:24])([OH:25])[OH:26]>>[O-:1][N+:2](=[O:4])[c:12]1[c:11]([Cl:14])[n:10][c:9]([O:15][CH2:16][CH:17]([F:18])[F:19])[c:8]([C:7]([O:6][CH3:5])=[O:20])[cH:13]1. Starting materials: ClC1=CC=C(C=C1)C(=C)C1=C2N(C=3C=C(C=C(C13)S(=O)(=O)C)F)CCC2CC(=O)OC(C)(C)C ((+/−)-tert-butyl [9-[1-(4-chlorophenyl)vinyl]-6-fluoro-8-(methylsulfonyl)-2,3-dihydro-1H-pyrrolo[1,2-a]indol-1-yl]acetate). Reagents/catalysts: [Pd] (Pd/C). The solvent is CCO (EtOH). Reaction conditions: time 1 hour. Product: ClC1=CC=C(C=C1)C(C)C1=C2N(C=3C=C(C=C(C13)S(=O)(=O)C)F)CCC2CC(=O)OC(C)(C)C ((+/−)-tert-butyl [9-[1-(4-chlorophenyl)ethyl]-6-fluoro-8-(methylsulfonyl)-2,3-dihydro-1H-pyrrolo[1,2-a]indol-1-yl]acetate). The yield is 95.8%. Reaction SMILES: [Cl:1][C:2]1[CH:7]=[CH:6][C:5]([C:8]([C:10]2[C:18]3[C:17]([S:19]([CH3:22])(=[O:21])=[O:20])=[CH:16][C:15]([F:23])=[CH:14][C:13]=3[N:12]3[CH2:24][CH2:25][CH:26]([CH2:27][C:28]([O:30][C:31]([CH3:34])([CH3:33])[CH3:32])=[O:29])[C:11]=23)=[CH2:9])=[CH:4][CH:3]=1>CCO.[Pd]>[Cl:1][C:2]1[CH:7]=[CH:6][C:5]([CH:8]([C:10]2[C:18]3[C:17]([S:19]([CH3:22])(=[O:20])=[O:21])=[CH:16][C:15]([F:23])=[CH:14][C:13]=3[N:12]3[CH2:24][CH2:25][CH:26]([CH2:27][C:28]([O:30][C:31]([CH3:32])([CH3:34])[CH3:33])=[O:29])[C:11]=23)[CH3:9])=[CH:4][CH:3]=1. Reported procedure: A mixture of the compound of Step 3 (78 mg) and 20 mg of Pd/C (10% w/w) in EtOH (3 mL) was stirred under H2 (balloon) for 1 h. The mixture was then filtered through a silica gel pad eluted with EtOAc and the filtrate was concentrated to give 75 mg of the title compound used as such. Product: CCC(NC(=O)C(C)NC(=O)Cc1cc(F)cc(F)c1)C(=O)OC. The reactants are Cl, CC(NC(=O)Cc1cc(F)cc(F)c1)C(=O)O, CCC(N)C(=O)OC. As a reaction SMILES: [ClH:18].[F:1][c:2]1[cH:3][c:4]([CH2:9][C:10](=[O:11])[NH:12][CH:13]([CH3:14])[C:15](=[O:16])[OH:17])[cH:5][c:6]([F:8])[cH:7]1.[NH2:19][CH:20]([C:21](=[O:22])[O:23][CH3:24])[CH2:25][CH3:26]>>[F:1][c:2]1[cH:3][c:4]([CH2:9][C:10](=[O:11])[NH:12][CH:13]([CH3:14])[C:15](=[O:17])[NH:19][CH:20]([C:21](=[O:22])[O:23][CH3:24])[CH2:25][CH3:26])[cH:5][c:6]([F:8])[cH:7]1.